This data is from the Open Reaction Database (ORD), a public repository of structured organic reaction records. The task is: describe an organic reaction: reactants, conditions, products, and yield Reactants: crude product, ice water, C(C)(C)(C)C1=CC=C(N)C=C1 (4-tert-butyl aniline), C(C)(=O)O (acetic acid). Reagents/catalysts: [Zn] (zinc). Yields the product C(C)(=O)NC1=CC=C(C=C1)C(C)(C)C (N-Acetyl-4-tert-butyl aniline). Yield: 81.0%. RXN SMILES: [C:1]([C:5]1[CH:11]=[CH:10][C:8]([NH2:9])=[CH:7][CH:6]=1)([CH3:4])([CH3:3])[CH3:2].[C:12](O)(=[O:14])[CH3:13]>[Zn]>[C:12]([NH:9][C:8]1[CH:7]=[CH:6][C:5]([C:1]([CH3:4])([CH3:2])[CH3:3])=[CH:11][CH:10]=1)(=[O:14])[CH3:13]. Procedure: A mixture of 20 g (134 mmol) of 4-tert-butyl aniline and 0.044 g (0.67 mmol) of zinc powder in 20 ml acetic acid is heated under reflux for 7 hours. Then the crude product is poured into 350 ml of ice water and filtered. Recrystallization in ethanol-water affords 20.83 g (81%) of the title compound.